From a dataset of the Open Reaction Database (ORD), a public repository of structured organic reaction records. describe an organic reaction: reactants, conditions, products, and yield Reaction conditions: temperature 120 celsius. Yields the product COC1=C(C=CC(=C1)CN1CCOCC1)NC1=NN2C(C=N1)=CC=C2C2=C(C=CC=C2)OC ((2-Methoxy-4-morpholin-4-ylmethyl-phenyl)-[7-(2-methoxy-phenyl)-pyrrolo[2,1-f][1,2,4]triazin-2-yl]-amine), solid. Reactants: C(C)(C)N(C(C)C)CC (N,N-Diisopropylethylamine), COCC(C)O (1-Methoxy-2-propanol), COC1=C(C=CC=C1)C1=CC=C2C=NC(=NN21)OS(=O)(=O)C(F)(F)F (Trifluoro-methanesulfonic acid 7-(2-methoxy-phenyl)-pyrrolo[2,1-f][1,2,4]triazin-2-yl ester), COC1=C(C=CC(=C1)CN1CCOCC1)N (2-Methoxy-4-morpholin-4-ylmethyl-phenylamine), [O-]S(=O)(=O)C(F)(F)F (triflate). Procedure details: Into a 8-dram vial, Trifluoro-methanesulfonic acid 7-(2-methoxy-phenyl)-pyrrolo[2,1-f][1,2,4]triazin-2-yl ester (72.9 mg, 0.195 mmol), 2-Methoxy-4-morpholin-4-ylmethyl-phenylamine (0.174 g, 0.782 mmol), N,N-Diisopropylethylamine (0.136 mL, 0.782 mmol), and 1-Methoxy-2-propanol (0.250 mL, 2.56 mmol). The reaction mixture was heated at 120° C. for 60 minutes. HPLC suggested little if any triflate SM. The solvent was removed under vacuum. The reaction mixture was purified via HPLC reverse phase chr... RXN SMILES: [CH3:1][O:2][C:3]1[CH:8]=[CH:7][CH:6]=[CH:5][C:4]=1[C:9]1[N:17]2[C:12]([CH:13]=[N:14][C:15](OS(C(F)(F)F)(=O)=O)=[N:16]2)=[CH:11][CH:10]=1.[CH3:26][O:27][C:28]1[CH:33]=[C:32]([CH2:34][N:35]2[CH2:40][CH2:39][O:38][CH2:37][CH2:36]2)[CH:31]=[CH:30][C:29]=1[NH2:41].C(N(CC)C(C)C)(C)C.COCC(O)C.[O-]S(C(F)(F)F)(=O)=O>>[CH3:26][O:27][C:28]1[CH:33]=[C:32]([CH2:34][N:35]2[CH2:36][CH2:37][O:38][CH2:39][CH2:40]2)[CH:31]=[CH:30][C:29]=1[NH:41][C:15]1[N:14]=[CH:13][C:12]2=[CH:11][CH:10]=[C:9]([C:4]3[CH:5]=[CH:6][CH:7]=[CH:8][C:3]=3[O:2][CH3:1])[N:17]2[N:16]=1. Isolated yield 10.0%.